From a dataset of the Open Reaction Database (ORD), a public repository of structured organic reaction records. describe an organic reaction: reactants, conditions, products, and yield As a reaction SMILES: [CH3:1][CH2:2][CH2:3][CH2:4][N+:5]([CH2:6][CH2:7][CH2:8][CH3:9])([CH2:10][CH2:11][CH2:12][CH3:13])[CH2:14][CH2:15][CH2:16][CH3:17].[Cl:31][CH2:32][I:33].[P:18](=[O:19])([O:20][C:21]([CH3:22])([CH3:23])[CH3:24])([O:25][C:26]([CH3:27])([CH3:28])[CH3:29])[O-:30].[cH:34]1[cH:35][cH:36][cH:37][cH:38][cH:39]1>>[P:18](=[O:19])([O:20][C:21]([CH3:22])([CH3:23])[CH3:24])([O:25][C:26]([CH3:27])([CH3:28])[CH3:29])[O:30][CH2:32][Cl:31]. The reactants are CCCC[N+](CCCC)(CCCC)CCCC, ClCI, CC(C)(C)OP(=O)([O-])OC(C)(C)C, c1ccccc1. Yields the product CC(C)(C)OP(=O)(OCCl)OC(C)(C)C. Reactants: BrC1=CC2=C(N=C(S2)Cl)C=C1 (6-Bromo-2-chloro-benzothiazole), FC(C(=O)O)(F)F.N1CCC(CC1)OC1=C(C=CC=C1)NS(=O)(=O)C1=NC=CC=C1 (N-(2-(piperidin-4-yloxy)phenyl)pyridine-2-sulfonamide trifluoroacetate). Yields the product BrC1=CC2=C(N=C(S2)N2CCC(CC2)OC2=C(C=CC=C2)NS(=O)(=O)C2=NC=CC=C2)C=C1 (N-(2-(1-(6-bromobenzo[d]thiazol-2-yl)piperidin-4-yloxy)phenyl)-pyridine-2-sulfonamide). As a reaction SMILES: [Br:1][C:2]1[CH:11]=[CH:10][C:5]2[N:6]=[C:7](Cl)[S:8][C:4]=2[CH:3]=1.FC(F)(F)C(O)=O.[NH:19]1[CH2:24][CH2:23][CH:22]([O:25][C:26]2[CH:31]=[CH:30][CH:29]=[CH:28][C:27]=2[NH:32][S:33]([C:36]2[CH:41]=[CH:40][CH:39]=[CH:38][N:37]=2)(=[O:35])=[O:34])[CH2:21][CH2:20]1>>[Br:1][C:2]1[CH:11]=[CH:10][C:5]2[N:6]=[C:7]([N:19]3[CH2:24][CH2:23][CH:22]([O:25][C:26]4[CH:31]=[CH:30][CH:29]=[CH:28][C:27]=4[NH:32][S:33]([C:36]4[CH:41]=[CH:40][CH:39]=[CH:38][N:37]=4)(=[O:35])=[O:34])[CH2:21][CH2:20]3)[S:8][C:4]=2[CH:3]=1 |f:1.2|. Procedure details: Compound 27 is prepared using synthesis method 3 using intermediates 2d and 6a (yield: 14%).